Dataset: the Open Reaction Database (ORD), a public repository of structured organic reaction records. Task: describe an organic reaction: reactants, conditions, products, and yield The reactants are COC(=O)CCn1c(=O)n2n(c1=O)C(C(=O)O)C=CC2, CO, N. Product: NC(=O)CCn1c(=O)n2n(c1=O)C(C(=O)O)C=CC2. As a reaction SMILES: [C:1](=[O:2])([OH:3])[CH:4]1[n:5]2[n:6]([c:10](=[O:20])[n:11]([CH2:14][CH2:15][C:16](=[O:17])[O:18][CH3:19])[c:12]2=[O:13])[CH2:7][CH:8]=[CH:9]1.[CH3:22][OH:23].[NH3:21]>>[C:1](=[O:2])([OH:3])[CH:4]1[n:5]2[n:6]([c:10](=[O:20])[n:11]([CH2:14][CH2:15][C:16](=[O:17])[NH2:21])[c:12]2=[O:13])[CH2:7][CH:8]=[CH:9]1.